This data is from the Open Reaction Database (ORD), a public repository of structured organic reaction records. The task is: describe an organic reaction: reactants, conditions, products, and yield Reactants: FC1=C(C(=CC=C1)F)N1C(NCC2=C1N=C(N=C2C=2C=C(C(=O)NC(C)C)C=CC2C)S(=O)C)=O (3-[8-(2,6-difluorophenyl)-2-(methylsulfinyl)-7-oxo-5,6,7,8-tetrahydropyrimido[4,5-d]pyrimidin-4-yl]-4-methyl-N-(1-methylethyl)benzamide), C(C)N(CCCN)CC (N,N-diethyl-1,3-propanediamine), resultant solution. Solvent: C1CCOC1 (THF). Yields the product DCM DCM[90] MeOH[7] NH4OH[3], C(C)N(CCCNC=1N=C(C2=C(N(C(NC2)=O)C2=C(C=CC=C2F)F)N1)C=1C=C(C(=O)NC(C)C)C=CC1C)CC (3-[2-{[3-(diethylamino)propyl]amino}-8-(2,6-difluorophenyl)-7-oxo-5,6,7,8-tetrahydropyrimido[4,5-d]pyrimidin-4-yl]-4-methyl-N-(1-methylethyl)benzamide). The yield is 75.1%. Reaction SMILES: [F:1][C:2]1[CH:7]=[CH:6][CH:5]=[C:4]([F:8])[C:3]=1[N:9]1[C:14]2[N:15]=[C:16](S(C)=O)[N:17]=[C:18]([C:19]3[CH:20]=[C:21]([CH:28]=[CH:29][C:30]=3[CH3:31])[C:22]([NH:24][CH:25]([CH3:27])[CH3:26])=[O:23])[C:13]=2[CH2:12][NH:11][C:10]1=[O:35].[CH2:36]([N:38]([CH2:43][CH3:44])[CH2:39][CH2:40][CH2:41][NH2:42])[CH3:37]>C1COCC1>[CH2:36]([N:38]([CH2:43][CH3:44])[CH2:39][CH2:40][CH2:41][NH:42][C:16]1[N:17]=[C:18]([C:19]2[CH:20]=[C:21]([CH:28]=[CH:29][C:30]=2[CH3:31])[C:22]([NH:24][CH:25]([CH3:27])[CH3:26])=[O:23])[C:13]2[CH2:12][NH:11][C:10](=[O:35])[N:9]([C:3]3[C:2]([F:1])=[CH:7][CH:6]=[CH:5][C:4]=3[F:8])[C:14]=2[N:15]=1)[CH3:37]. Procedure: To a solution of compound 3-[8-(2,6-difluorophenyl)-2-(methylsulfinyl)-7-oxo-5,6,7,8-tetrahydropyrimido[4,5-d]pyrimidin-4-yl]-4-methyl-N-(1-methylethyl)benzamide (18 mg, 0.04 mmol) in THF (3 mL) was added N,N-diethyl-1,3-propanediamine (0.028 mL, 0.18 mmol). The resultant solution was stirred at room temperature over night. The result mixture was concentrated. CombiFlash chromatography (mobile phase DCM/DCM[90]+MeOH[7]+NH4OH[3]) provided the title compound as a white solid (17 mg, 83%). LC-MS m/... Product: ON(CC1=CC=C(C=C1)CN(CC1=CC=CC=C1)O)CC1=CC=CC=C1 (N,N'-Dihydroxy-N,N'-dibenzyl-p-xylylenediamine). Starting materials: C(C1=CC=CC=C1)NO (benzylhydroxylamine), C1(=CC=C(C=C1)CBr)CBr (p-xylylene dibromide), C([O-])([O-])=O.[Na+].[Na+] (sodium carbonate). Procedure: The procdure of Example 1 is repeated using 5.59 g of benzylhydroxylamine, 5.99 g of p-xylylene dibromide and 6.0 g of anhydrous sodium carbonate. The reaction product is recrystallized from acetonitrile to give the product as a white solid; m.p. 160°-163° C. Reaction SMILES: [CH2:1]([NH:8][OH:9])[C:2]1[CH:7]=[CH:6][CH:5]=[CH:4][CH:3]=1.[C:10]1([CH2:18]Br)[CH:15]=[CH:14][C:13]([CH2:16]Br)=[CH:12][CH:11]=1.C(=O)([O-])[O-].[Na+].[Na+]>>[OH:9][N:8]([CH2:1][C:2]1[CH:7]=[CH:6][CH:5]=[CH:4][CH:3]=1)[CH2:18][C:10]1[CH:15]=[CH:14][C:13]([CH2:16][N:8]([OH:9])[CH2:1][C:2]2[CH:7]=[CH:6][CH:5]=[CH:4][CH:3]=2)=[CH:12][CH:11]=1 |f:2.3.4|. Reactants: C(C1=CC=CC=C1)=C1C(=C(C(N1)=O)N=O)OC (5-benzylidene-4-methoxy-3-nitroso-1,5-dihydropyrrol-2-one), N (ammonia). Run in CO (methanol). Product: NC1=C(C(NC1=CC1=CC=CC=C1)=O)N=O (4-amino-5-benzylidene-3-nitroso-1,5-dihydropyrrol-2-one). Yield: 45.0%. RXN SMILES: [CH:1](=[C:8]1[NH:12][C:11](=[O:13])[C:10]([N:14]=[O:15])=[C:9]1OC)[C:2]1[CH:7]=[CH:6][CH:5]=[CH:4][CH:3]=1.[NH3:18]>CO>[NH2:18][C:9]1[C:8](=[CH:1][C:2]2[CH:7]=[CH:6][CH:5]=[CH:4][CH:3]=2)[NH:12][C:11](=[O:13])[C:10]=1[N:14]=[O:15]. Procedure: A solution of 0.11 g (0.5 mmol) 5-benzylidene-4-methoxy-3-nitroso-1,5-dihydropyrrol-2-one (prepared by the method of H. Poschenrieder et al (Arch. Pharm. Pharm. Med. Chem. 1998, vol. 331, pp. 389-394) and Stachel et al (J. Heterocycl. Chem. 1980, vol. 17, pp. 1195-1199 and Liebigs Ann. Chem. 1985, pp. 1692-1696)) in methanol was boiled under reflux with 0.25 ml (0.25 mmol) of an aqueous ammonia solution for two minutes. The compound 4-amino-5-benzylidene-3-nitroso-1,5-dihydropyrrol-2-one was obt... Reactants: C1(=CC=CC=C1)S.[Na] (sodium thiophenol), [S-]C1=CC=CC=C1.[Na+] (sodium thiophenoxide), ClC1=C(C=C(C(=C1)Cl)OC)NC1=C(C=NC2=CC(=C(C=C12)OC)F)C#N (4-[(2,4-dichloro-5-methoxyphenyl)amino]-7-fluoro-6-methoxy-3-quinolinecarbonitrile), CN1C(CCC1)=O (N-methylpyrrolidone). Solvent: O1CCCC1 (tetrahydrofuran). Reaction conditions: temperature 120 celsius. Yields the product ClC1=C(C=C(C(=C1)Cl)OC)NC1=C(C=NC2=CC(=C(C=C12)OC)SC1=CC=CC=C1)C#N (4-[(2,4-dichloro-5-methoxyphenyl)amino]-6-methoxy-7-phenylsulfanyl-3-quinolinecarbonitrile). Yield: 27.6%. RXN SMILES: [S-:1][C:2]1[CH:7]=[CH:6][CH:5]=[CH:4][CH:3]=1.[Na+].[Cl:9][C:10]1[CH:15]=[C:14]([Cl:16])[C:13]([O:17][CH3:18])=[CH:12][C:11]=1[NH:19][C:20]1[C:29]2[C:24](=[CH:25][C:26](F)=[C:27]([O:30][CH3:31])[CH:28]=2)[N:23]=[CH:22][C:21]=1[C:33]#[N:34].CN1CCCC1=O.C1(S)C=CC=CC=1.[Na]>O1CCCC1>[Cl:9][C:10]1[CH:15]=[C:14]([Cl:16])[C:13]([O:17][CH3:18])=[CH:12][C:11]=1[NH:19][C:20]1[C:29]2[C:24](=[CH:25][C:26]([S:1][C:2]3[CH:7]=[CH:6][CH:5]=[CH:4][CH:3]=3)=[C:27]([O:30][CH3:31])[CH:28]=2)[N:23]=[CH:22][C:21]=1[C:33]#[N:34] |f:0.1,4.5,^1:48|. Reported procedure: A mixture of sodium thiophenoxide (181 mg, 1.37 mmol) and 4-[(2,4-dichloro-5-methoxyphenyl)amino]-7-fluoro-6-methoxy-3-quinolinecarbonitrile (100 mg, 0.27 mmol) in 3 mL of tetrahydrofuran is heated at reflux overnight. N-methylpyrrolidone (2 mL) is added and the reaction mixture is heated at 120° C. for 1 hour then at 140° C. for for 45 min. An additional 100 mg of sodium thiophenol is added and the reaction mixture is heated at 140° C. for 3 hours. The reaction mixture is partitioned between et... The reactants are CCO, Cl, CCOC(=O)CCC(C(=O)OCC)N1C(=O)c2ccc(N)cc2C1=O. Product: CCOC(=O)CCC(C(=O)OCC)N1Cc2cc(N)ccc2C1=O. RXN SMILES: [CH3:27][CH2:28][OH:29].[ClH:26].[NH2:1][c:2]1[cH:3][c:4]2[c:5]([cH:24][cH:25]1)[C:6](=[O:7])[N:8]([CH:11]([C:12](=[O:13])[O:14][CH2:15][CH3:16])[CH2:17][CH2:18][C:19](=[O:20])[O:21][CH2:22][CH3:23])[C:9]2=[O:10]>>[NH2:1][c:2]1[cH:3][c:4]2[c:5]([cH:24][cH:25]1)[C:6](=[O:7])[N:8]([CH:11]([C:12](=[O:13])[O:14][CH2:15][CH3:16])[CH2:17][CH2:18][C:19](=[O:20])[O:21][CH2:22][CH3:23])[CH2:9]2. The reactants are CC1C(=NNC(S1)=O)C=1C=C2C(C(NC2=CC1)=O)=NC1=CC=CC=C1 (1,3-dihydro-5-(3,6-dihydro-6-methyl-2-oxo -2H-1,3,4-thiadiazin-5-yl)-3-phenylimino-2H-indol-2-one), COC1=CC=C(C=C1)NN (4-methoxyphenyl hydrazine). The product is COC1=CC=C(C=C1)NN=C1C(NC2=CC=C(C=C12)C1=NNC(SC1C)=O)=O (5-(3,6-Dihydro-6-methyl-2-oxo-2H-1,3,4-thiadiazin-5-yl) -1H-indole-2,3-dione 3-[(4-methoxy)phenylhydrazone]). The yield is 90.0%. Reaction SMILES: [CH3:1][CH:2]1[S:7][C:6](=[O:8])[NH:5][N:4]=[C:3]1[C:9]1[CH:10]=[C:11]2[C:15](=[CH:16][CH:17]=1)[NH:14][C:13](=[O:18])[C:12]2=[N:19]C1C=CC=CC=1.[CH3:26][O:27][C:28]1[CH:33]=[CH:32][C:31]([NH:34]N)=[CH:30][CH:29]=1>>[CH3:26][O:27][C:28]1[CH:33]=[CH:32][C:31]([NH:34][N:19]=[C:12]2[C:11]3[C:15](=[CH:16][CH:17]=[C:9]([C:3]4[CH:2]([CH3:1])[S:7][C:6](=[O:8])[NH:5][N:4]=4)[CH:10]=3)[NH:14][C:13]2=[O:18])=[CH:30][CH:29]=1. Reported procedure: Starting from 1,3-dihydro-5-(3,6-dihydro-6-methyl-2-oxo -2H-1,3,4-thiadiazin-5-yl)-3-phenylimino-2H-indol-2-one, and 4-methoxyphenyl hydrazine and following the method described in Example 21, the desired compound was obtained. Reactants: ClC=1N=CC2=C(N(CC3(CC3)C(N2C)=O)C2CCCC2)N1 (2-chloro-9-cyclopentyl-8,9-dihydro-5-methylspiro[5H-pyrimido[4,5-b][1,4]diazepine-7,1′-cyclopropan]-6(7H)-one), NC1=CC=C(C(=O)O)C=C1 (4-amino-benzoic acid), C(C)O (ethanol). The reagents and catalysts are Cl (hydrochloric acid). Solvent: O (water). Product: C1(CCCC1)N1C2=C(N(C(C3(CC3)C1)=O)C)C=NC(=N2)NC2=CC=C(C(=O)O)C=C2 (4-[(9-cyclopentyl-6,7,8,9-tetrahydro-5-methyl-6-oxospiro[5H-pyrimido[4,5-b][1,4]diazepine-7,1′-cyclopropan]-2-yl)amino]-benzoic acid). Yield: 48.7%. As a reaction SMILES: Cl[C:2]1[N:3]=[CH:4][C:5]2[N:13]([CH3:14])[C:12](=[O:15])[C:9]3([CH2:11][CH2:10]3)[CH2:8][N:7]([CH:16]3[CH2:20][CH2:19][CH2:18][CH2:17]3)[C:6]=2[N:21]=1.[NH2:22][C:23]1[CH:31]=[CH:30][C:26]([C:27]([OH:29])=[O:28])=[CH:25][CH:24]=1.C(O)C>Cl.O>[CH:16]1([N:7]2[CH2:8][C:9]3([CH2:11][CH2:10]3)[C:12](=[O:15])[N:13]([CH3:14])[C:5]3[CH:4]=[N:3][C:2]([NH:22][C:23]4[CH:31]=[CH:30][C:26]([C:27]([OH:29])=[O:28])=[CH:25][CH:24]=4)=[N:21][C:6]2=3)[CH2:20][CH2:19][CH2:18][CH2:17]1. Procedure: A mixture of 0.0449 g (0.000146 mole) of 2-chloro-9-cyclopentyl-8,9-dihydro-5-methylspiro[5H-pyrimido[4,5-b][1,4]diazepine-7,1′-cyclopropan]-6(7H)-one (VII-53), 0.0222 g (0.00016 mole) of 4-amino-benzoic acid, 0.8 mL of ethanol, 3.2 mL of water and 3 drops of hydrochloric acid was heated at reflux for 17 hours. The mixture was cooled, and the precipitate which formed was collected by filtration to give 0.029 g of 4-[(9-cyclopentyl-6,7,8,9-tetrahydro-5-methyl-6-oxospiro[5H-pyrimido[4,5-b][1,4]dia...